From a dataset of the Open Reaction Database (ORD), a public repository of structured organic reaction records. describe an organic reaction: reactants, conditions, products, and yield Reactants: CI, [H-], [Na+], CN(C)C=O, O, O=Cc1cccc2[nH]ccc12. Yields the product Cn1ccc2c(C=O)cccc21. As a reaction SMILES: [CH3:14][I:15].[H-:12].[Na+:13].[O:17]=[CH:18][N:19]([CH3:20])[CH3:21].[OH2:16].[nH:1]1[cH:2][cH:3][c:4]2[c:5]([CH:10]=[O:11])[cH:6][cH:7][cH:8][c:9]12>>[n:1]1([CH3:14])[cH:2][cH:3][c:4]2[c:5]([CH:10]=[O:11])[cH:6][cH:7][cH:8][c:9]12.